Dataset: the Open Reaction Database (ORD), a public repository of structured organic reaction records. Task: describe an organic reaction: reactants, conditions, products, and yield Starting materials: CCO, Nc1c(F)c(F)c(Br)c(F)c1F, [Na+], [Na+], O=C([O-])[O-], OB(O)c1ccccc1, c1ccccc1. Product: Nc1c(F)c(F)c(-c2ccccc2)c(F)c1F. As a reaction SMILES: [CH3:34][CH2:35][OH:36].[F:1][c:2]1[c:3]([NH2:4])[c:5]([F:12])[c:6]([F:11])[c:7]([Br:10])[c:8]1[F:9].[Na+:22].[Na+:23].[O-:24][C:25](=[O:26])[O-:27].[OH:13][B:14]([OH:15])[c:16]1[cH:17][cH:18][cH:19][cH:20][cH:21]1.[cH:28]1[cH:29][cH:30][cH:31][cH:32][cH:33]1>>[F:1][c:2]1[c:3]([NH2:4])[c:5]([F:12])[c:6]([F:11])[c:7](-[c:16]2[cH:17][cH:18][cH:19][cH:20][cH:21]2)[c:8]1[F:9]. The reactants are FC(C(=O)O)(F)F (trifluoroacetic acid), C(C)(=O)SC[C@@H]1SC[C@H](C1)C(=O)OC(C)(C)C (trans-2-acetylthiomethyl-4-tert-butoxycarbonyltetrahydrothiophene). Run in C(Cl)Cl (methylene chloride). Reaction conditions: time 2 hour. The product is C(C)(=O)SC[C@@H]1SC[C@H](C1)C(=O)O (trans-2-acetylthiomethyl-4-carboxytetrahydrothiophene). Reaction SMILES: [C:1]([S:4][CH2:5][C@H:6]1[CH2:10][C@H:9]([C:11]([O:13]C(C)(C)C)=[O:12])[CH2:8][S:7]1)(=[O:3])[CH3:2].FC(F)(F)C(O)=O>C(Cl)Cl>[C:1]([S:4][CH2:5][C@H:6]1[CH2:10][C@H:9]([C:11]([OH:13])=[O:12])[CH2:8][S:7]1)(=[O:3])[CH3:2]. Reported procedure: To a stirred solution of trans-2-acetylthiomethyl-4-tert-butoxycarbonyltetrahydrothiophene (compound No. 4-1, 130 mg) in methylene chloride (2 ml), trifluoroacetic acid (1 ml) was added and the mixture was stirred for 2 hours at room temperature. The mixture was concentrated in vacuo and the oily residue was purified by a silica gel column chromatography to give 112 mg (quantitative yield) of the titled compound (compound No. 6-1) as white powder. The reactants are [OH-].[Na+] (sodium hydroxide), COC(CCC=1SC(=CC1)C1=C(C=CC=C1)F)=O (3-[5-(2-fluoro-phenyl)-thiophen-2-yl]-propionic acid methyl ester), Cl (hydrochloric acid). Run in O (water), O1CCOCC1 (dioxane). Reaction conditions: time 16 hour. The product is FC1=C(C=CC=C1)C1=CC=C(S1)CCC(=O)O (3-[5-(2-Fluoro-phenyl)-thiophen-2-yl]-propionic acid). As a reaction SMILES: C[O:2][C:3](=[O:18])[CH2:4][CH2:5][C:6]1[S:7][C:8]([C:11]2[CH:16]=[CH:15][CH:14]=[CH:13][C:12]=2[F:17])=[CH:9][CH:10]=1.[OH-].[Na+].Cl>O1CCOCC1.O>[F:17][C:12]1[CH:13]=[CH:14][CH:15]=[CH:16][C:11]=1[C:8]1[S:7][C:6]([CH2:5][CH2:4][C:3]([OH:18])=[O:2])=[CH:10][CH:9]=1 |f:1.2|. Reported procedure: 500 mg (1.9 mmol) of 3-[5-(2-fluoro-phenyl)-thiophen-2-yl]-propionic acid methyl ester was dissolved in 5 ml of dioxane and 5 ml of a 2 N sodium hydroxide solution. The reaction mixture was stirred at room temperature for 16 h, diluted with water and acidified to pH=2 by the addition of concentrated hydrochloric acid. The precipitated product was isolated by filtration. Yield: 398 mg.